Dataset: the Open Reaction Database (ORD), a public repository of structured organic reaction records. Task: describe an organic reaction: reactants, conditions, products, and yield Reported procedure: Following the procedure set forth in Example 49, 4a-(3-methoxyphenyl)-2-methyl-3,4,4a5,6,7-hexahydro-2-pyrindine was hydrogenated over platinum oxide to provide a 60:40 mixture of trans-4a-(3-methoxyphenyl)-2-methyl-2,3,4,4a,5,6,7,7a-octahydro-1H-2-pyrindine and the corresponding cis-isomer. The trans isomer was crystallized as the picrate salt. The cis isomer was isolated as the free base, namely cis-4a-(3-methoxyphenyl)-2-methyl-2,3,4,4a,5,6,7,7a-octahydro-1H-2-pyrindine. M.P. 40°-43° C. Product: COC=1C=C(C=CC1)[C@@]12CCN(C[C@H]2CCC1)C (cis-4a-(3-methoxyphenyl)-2-methyl-2,3,4,4a,5,6,7,7a-octahydro-1H-2-pyrindine). Reagents/catalysts: [Pt]=O (platinum oxide). As a reaction SMILES: [CH3:1][O:2][C:3]1[CH:4]=[C:5]([C@@:9]23[CH2:17][CH2:16][CH2:15][C@H:14]2[CH2:13][N:12]([CH3:18])[CH2:11][CH2:10]3)[CH:6]=[CH:7][CH:8]=1>[Pt]=O>[CH3:1][O:2][C:3]1[CH:4]=[C:5]([C@@:9]23[CH2:17][CH2:16][CH2:15][C@@H:14]2[CH2:13][N:12]([CH3:18])[CH2:11][CH2:10]3)[CH:6]=[CH:7][CH:8]=1. The reactants are 4a-(3-methoxyphenyl)-2-methyl-3,4,4a5,6,7-hexahydro-2-pyrindine, COC=1C=C(C=CC1)[C@@]12CCN(C[C@@H]2CCC1)C (trans-4a-(3-methoxyphenyl)-2-methyl-2,3,4,4a,5,6,7,7a-octahydro-1H-2-pyrindine). Reactants: [Si](C)(C)(C(C)(C)C)OC(CCCCCCC1=CC=CC=C1)C=1OC(=CN1)C1=C(C(=O)N)C=CC=C1 (2-(2-(1-(tert-Butyldimethylsilyloxy)-7-phenylheptyl)oxazol-5-yl)benzamide), [Si](C)(C)(C(C)(C)C)OC(CCCCCCC1=CC=CC=C1)C=1OC(=CN1)[Sn](CCCC)(CCCC)CCCC (2-(1-(tert-butyldimethylsilyloxy)-7-phenylheptyl)-5-(tributylstannyl)oxazole), BrC1=C(C(=O)N)C=CC=C1 (2-bromobenzamide). The product is EtOAc hexanes, C1(=CC=CC=C1)CCCCCCC(=O)C=1OC(=CN1)C1=C(C(=O)N)C=CC=C1 (2-(2-(7-Phenylheptanoyl)oxazol-5-yl)benzamide). The yield is 100.0%. Reaction SMILES: [Si]([O:8][CH:9]([C:22]1[O:23][C:24]([C:27]2[CH:35]=[CH:34][CH:33]=[CH:32][C:28]=2[C:29]([NH2:31])=[O:30])=[CH:25][N:26]=1)[CH2:10][CH2:11][CH2:12][CH2:13][CH2:14][CH2:15][C:16]1[CH:21]=[CH:20][CH:19]=[CH:18][CH:17]=1)(C(C)(C)C)(C)C.[Si](OC(C1OC([Sn](CCCC)(CCCC)CCCC)=CN=1)CCCCCCC1C=CC=CC=1)(C(C)(C)C)(C)C.BrC1C=CC=CC=1C(N)=O>>[C:16]1([CH2:15][CH2:14][CH2:13][CH2:12][CH2:11][CH2:10][C:9]([C:22]2[O:23][C:24]([C:27]3[CH:35]=[CH:34][CH:33]=[CH:32][C:28]=3[C:29]([NH2:31])=[O:30])=[CH:25][N:26]=2)=[O:8])[CH:21]=[CH:20][CH:19]=[CH:18][CH:17]=1. Procedure: 2-(2-(1-(tert-Butyldimethylsilyloxy)-7-phenylheptyl)oxazol-5-yl)benzamide. The title compound was prepared from 2-(1-(tert-butyldimethylsilyloxy)-7-phenylheptyl)-5-(tributylstannyl)oxazole (52 mg, 0.083 mmol) and 2-bromobenzamide following General Procedure A. Flash chromatography (20-40% EtOAc/hexanes) yielded the title compound as a white solid (39 mg, 100%): 1H NMR (CDCl3, 600 MHz) δ 7.70 (d, 1H, J=7.8 Hz), 7.60 (s, 1H), 7.51-7.48 (m, 2H), 7.39-7.36 (m, 1H), 7.25-7.23 (m, 2H), 7.16-7.13 (m, 3... The reactants are anhydrous liquid, N (ammonia), ClC1=C(C=CC=C1Cl)S(=O)(=O)N=C=O (2,3-dichlorobenzenesulfonyl isocyanate). Run in O1CCCC1 (tetrahydrofuran). Conditions: time 8 hour. Yields the product NC(=O)NS(=O)(=O)C1=C(C(=CC=C1)Cl)Cl (N-(Aminocarbonyl)-2,3-dichlorobenzenesulfonamide). As a reaction SMILES: [Cl:1][C:2]1[C:7]([Cl:8])=[CH:6][CH:5]=[CH:4][C:3]=1[S:9]([N:12]=[C:13]=[O:14])(=[O:11])=[O:10].[NH3:15]>O1CCCC1>[NH2:15][C:13]([NH:12][S:9]([C:3]1[CH:4]=[CH:5][CH:6]=[C:7]([Cl:8])[C:2]=1[Cl:1])(=[O:10])=[O:11])=[O:14]. Procedure: A solution of 10.0 g of 2,3-dichlorobenzenesulfonyl isocyanate in 200 mL of dry tetrahydrofuran was cooled to 0° C. and treated with 5.0 mL of anhydrous liquid ammonia, added in a dropwise manner at a rate that maintained the temperature between 0° and 10° C. The resultant white mixture was allowed to warm to room temperature and was stirred overnight. The precipitate was collected by filtration, dissolved in 250 mL of water, and acidified with concentrated hydrochloric acid to yield a white sol... Starting materials: COC(=O)N[C@H]1CCC(N2N(C1=O)[C@@H](CCC2)C(=O)OC(C)(C)C)=O ((1S,9S)-tert-butyl 9-(methoxycarbonylamino)-6,10-dioxooctahydro-1H-pyridazino[1,2-a][1,2]diazepine-1-carboxylate), FC(C(=O)O)(F)F (trifluoroacetic acid). The solvent is C(Cl)Cl (methylene chloride). Reaction conditions: time 1 hour. The product is COC(=O)N[C@H]1CCC(N2N(C1=O)[C@@H](CCC2)C(=O)O)=O ((1S,9S)-9-(methoxycarbonylamino)-6,10-dioxooctahydro-1H-pyridazino[1,2-a][1,2]diazepine-1-carboxylic acid). As a reaction SMILES: [CH3:1][O:2][C:3]([NH:5][C@@H:6]1[C:12](=[O:13])[N:11]2[C@H:14]([C:18]([O:20]C(C)(C)C)=[O:19])[CH2:15][CH2:16][CH2:17][N:10]2[C:9](=[O:25])[CH2:8][CH2:7]1)=[O:4].FC(F)(F)C(O)=O>C(Cl)Cl>[CH3:1][O:2][C:3]([NH:5][C@@H:6]1[C:12](=[O:13])[N:11]2[C@H:14]([C:18]([OH:20])=[O:19])[CH2:15][CH2:16][CH2:17][N:10]2[C:9](=[O:25])[CH2:8][CH2:7]1)=[O:4]. Procedure: To a solution of (1S,9S)-tert-butyl 9-(methoxycarbonylamino)-6,10-dioxooctahydro-1H-pyridazino[1,2-a][1,2]diazepine-1-carboxylate (1.25 g, 3.52 mmol) dissolved into methylene chloride (10 mL) was added trifluoroacetic acid (10 mL). The reaction was stirred at room temperature for 1 h and concentrated in vacuo. Toluene (5 mL) was added and the reaction concentrated in vacuo to afford (1S,9S)-9-(methoxycarbonylamino)-6,10-dioxooctahydro-1H-pyridazino[1,2-a][1,2]diazepine-1-carboxylic acid as a whi... Starting materials: solution, C(CCC)[Li] (n-butyllithium), C[Si](N[Si](C)(C)C)(C)C (hexamethyldisilazane), C(C=C)SC1CC(N1CC(=O)OC)=O (methyl 2-(4-allylthioazetidin-2-on-1-yl)acetate), C(C)(=O)OC(C)=O (acetic anhydride). Solvent: CCCCCC (hexane), C1CCOC1 (THF), O1CCCC1 (tetrahydrofuran), C(=S)=S (carbon disulphide), C(C)(=O)O (acetic acid). Run at time 5 minute. Product: C[Si]([N-][Si](C)(C)C)(C)C.[Li+] (lithium hexamethyldisilazide). Reaction SMILES: C([Li:5])CCC.[CH3:6][Si:7]([CH3:14])([CH3:13])[NH:8][Si:9]([CH3:12])([CH3:11])[CH3:10].C(SC1N(CC(OC)=O)C(=O)C1)C=C.C(OC(=O)C)(=O)C>CCCCCC.C1COCC1.C(O)(=O)C.C(=S)=S>[CH3:6][Si:7]([CH3:14])([CH3:13])[N-:8][Si:9]([CH3:12])([CH3:11])[CH3:10].[Li+:5] |f:8.9|. Reported procedure: A solution of lithium hexamethyldisilazide was prepared by the addition of 5.12 ml of a 1.6M solution of n-butyllithium in hexane to 1.75 ml of hexamethyldisilazane in 25 ml of dry THF at -10° with stirring, under argon. The solution was cooled to -78° and added to 1.0 g of methyl 2-(4-allylthioazetidin-2-on-1-yl)acetate in 12 ml of dry tetrahydrofuran at -78°, with stirring, under argon. After 5 min, 0.846 ml of carbon disulphide was added by syringe. 1.77 ml of acetic anhydride were then added...